This data is from the Open Reaction Database (ORD), a public repository of structured organic reaction records. The task is: describe an organic reaction: reactants, conditions, products, and yield Reactants: CCO, CC[O-], CC(C)c1ncc2cc(Cl)nc(Cl)n12, [Na+], [Na], O. Yields the product CCOc1nc(Cl)cc2cnc(C(C)C)n12. RXN SMILES: [CH3:21][CH2:22][OH:23].[CH3:2][CH2:3][O-:4].[Cl:6][c:7]1[n:8][c:9]([Cl:19])[cH:10][c:11]2[n:12]1[c:13]([CH:16]([CH3:17])[CH3:18])[n:14][cH:15]2.[Na+:1].[Na:5].[OH2:20]>>[CH3:2][CH2:3][O:4][c:7]1[n:8][c:9]([Cl:19])[cH:10][c:11]2[n:12]1[c:13]([CH:16]([CH3:17])[CH3:18])[n:14][cH:15]2. The yield is 98.8%. Product: C1(CCCCC1)NC(ON=C(C)C)=NC1CCCCC1 (1,3-Dicyclohexyl-O—(N-isopropylideneamino)-isourea). Reported procedure: To a solution of acetone oxime (3.65 g, 0.05 mol) in dry THF (35 ml) is added finely powdered NaOH (0.2 g) and dicyclohexylcarbodiimide (10.3 g, 0.05 mol). The mixture is then stirred 5 h at room temperature under argon. The turbid mixture is thereafter diluted with hexane (30 ml) filtered and evaporated under reduced pressure to afford 13.8 g of the title compound as a slightly yellow liquid. Conditions: time 5 hour. Reactants: CC(C)=NO (acetone oxime), [OH-].[Na+] (NaOH), C1(CCCCC1)N=C=NC1CCCCC1 (dicyclohexylcarbodiimide). Reaction SMILES: [CH3:1][C:2](=[N:4][OH:5])[CH3:3].[OH-].[Na+].[CH:8]1([N:14]=[C:15]=[N:16][CH:17]2[CH2:22][CH2:21][CH2:20][CH2:19][CH2:18]2)[CH2:13][CH2:12][CH2:11][CH2:10][CH2:9]1>C1COCC1.CCCCCC>[CH:17]1([NH:16][C:15](=[N:14][CH:8]2[CH2:13][CH2:12][CH2:11][CH2:10][CH2:9]2)[O:5][N:4]=[C:2]([CH3:3])[CH3:1])[CH2:18][CH2:19][CH2:20][CH2:21][CH2:22]1 |f:1.2|. Run in C1CCOC1 (THF), CCCCCC (hexane). Reactants: C1(CC1)N(C1=CC=C(C=C1)I)C=C(C(=O)OCC)C(=O)OCC (diethyl 2-[(cyclopropyl-4-iodoanilino)methylene]malonate), C([O-])(O)=O (bicarbonate), 18, polyphosphoric acid. Run in ClCCl (dichloromethane). Run at temperature 120 celsius. Yields the product C1(CC1)N1C=C(C(C2=CC(=CC=C12)I)=O)C(=O)OCC (Ethyl 1-cyclopropyl-6-iodo-4-oxo-1,4-dihydro-3-quinolinecarboxylate). RXN SMILES: [CH:1]1([N:4]([CH:12]=[C:13]([C:19](OCC)=[O:20])[C:14]([O:16][CH2:17][CH3:18])=[O:15])[C:5]2[CH:10]=[CH:9][C:8]([I:11])=[CH:7][CH:6]=2)[CH2:3][CH2:2]1.C(=O)(O)[O-]>ClCCl>[CH:1]1([N:4]2[C:5]3[C:6](=[CH:7][C:8]([I:11])=[CH:9][CH:10]=3)[C:19](=[O:20])[C:13]([C:14]([O:16][CH2:17][CH3:18])=[O:15])=[CH:12]2)[CH2:3][CH2:2]1. Procedure: To a flask containing diethyl 2-[(cyclopropyl-4-iodoanilino)methylene]malonate from Preparation No. 18 (0.22 g) is added polyphosphoric acid (1.4 g). The reaction mixture is capped and heated to 120° C. over 1 hour. After 2 hours at 120° C. the reaction is cooled to room temperature, treated with ice and partioned between dichloromethane and saturated aqueous bicarbonate. The basic aqueous layer is extracted with two additional portions of dichloromethane. The combined organic layers are washed ... Reactants: O=C(n1ccnc1)n1ccnc1, CCCNCCC, O=C(O)CCn1c(-c2ccc(Cl)cc2)nc2cccnc21, C1CCOC1. The product is CCCN(CCC)C(=O)CCn1c(-c2ccc(Cl)cc2)nc2cccnc21. RXN SMILES: [C:22]([n:23]1[cH:24][cH:25][n:26][cH:27]1)([n:28]1[cH:29][cH:30][n:31][cH:32]1)=[O:33].[CH2:34]([CH2:35][CH3:36])[NH:37][CH2:38][CH2:39][CH3:40].[Cl:1][c:2]1[cH:3][cH:4][c:5](-[c:8]2[n:9][c:10]3[c:11]([n:12][cH:13][cH:14][cH:15]3)[n:16]2[CH2:17][CH2:18][C:19](=[O:20])[OH:21])[cH:6][cH:7]1.[O:41]1[CH2:42][CH2:43][CH2:44][CH2:45]1>>[Cl:1][c:2]1[cH:3][cH:4][c:5](-[c:8]2[n:9][c:10]3[c:11]([n:12][cH:13][cH:14][cH:15]3)[n:16]2[CH2:17][CH2:18][C:19](=[O:21])[N:37]([CH2:34][CH2:35][CH3:36])[CH2:38][CH2:39][CH3:40])[cH:6][cH:7]1. The reactants are ClC1=CC=NC2=C(C=CC=C12)C(F)(F)F (4-chloro-8-trifluoromethylquinoline), NC1=C(C(=O)OC)C=C(C=C1)F (methyl 2-amino-5-fluoro-benzoate). Solvent: Cl (hydrochloric acid). Conditions: time 8 hour. Yields the product FC(C=1C=CC=C2C(=CC=NC12)NC1=C(C(=O)OC)C=C(C=C1)F)(F)F (methyl 2-(8-trifluoromethyl-4-quinolinylamino)-5-fluoro-benzoate). Isolated yield 44.8%. RXN SMILES: Cl[C:2]1[C:11]2[C:6](=[C:7]([C:12]([F:15])([F:14])[F:13])[CH:8]=[CH:9][CH:10]=2)[N:5]=[CH:4][CH:3]=1.[NH2:16][C:17]1[CH:26]=[CH:25][C:24]([F:27])=[CH:23][C:18]=1[C:19]([O:21][CH3:22])=[O:20]>Cl>[F:13][C:12]([F:15])([F:14])[C:7]1[CH:8]=[CH:9][CH:10]=[C:11]2[C:6]=1[N:5]=[CH:4][CH:3]=[C:2]2[NH:16][C:17]1[CH:26]=[CH:25][C:24]([F:27])=[CH:23][C:18]=1[C:19]([O:21][CH3:22])=[O:20]. Procedure: A solution of 16 g of 4-chloro-8-trifluoromethylquinoline, 11.62 g of methyl 2-amino-5-fluoro-benzoate and 70 ml of 2 N hydrochloric acid solution was heated to reflux and was allowed to stand overnight at room temperature. The mixture was iced and filtered and the product was empasted with a little water and was vacuum filtered. The recovered crystals were dissolved in methanol and triethylamine was added to the resulting solution until the pH was alkaline. The mixture was iced and filtered and...